The task is: describe an organic reaction: reactants, conditions, products, and yield. This data is from the Open Reaction Database (ORD), a public repository of structured organic reaction records. Starting materials: CCCCn1ccnc1 (effective_coupling_partner), CN(C)C(=O)Oc2ccc1ccccc1c2 (substrate). The reagents and catalysts are dcype. Reaction conditions: temperature 110 celsius, time 36 hour. Yields the product CCCCn1ccnc1c3ccc2ccccc2c3. Reactants: [H-].[Al+3].[Li+].[H-].[H-].[H-] (Lithium aluminium hydride), O (Water), COC(=O)C1=CC=C2C=CNC2=C1 (Methyl-(indol-6-yl)methanoate), Cl (hydrogen chloride), [H-].[Al+3].[Li+].[H-].[H-].[H-] (lithium aluminium hydride). The solvent is O1CCCC1 (tetrahydrofuran), [Na] (sodium). Product: OCC1=CC=C2C=CNC2=C1 (6-Hydroxymethyl indole). Reaction SMILES: [H-].[Al+3].[Li+].[H-].[H-].[H-].C[O:8][C:9]([C:11]1[CH:19]=[C:18]2[C:14]([CH:15]=[CH:16][NH:17]2)=[CH:13][CH:12]=1)=O.O.Cl>[Na].O1CCCC1>[OH:8][CH2:9][C:11]1[CH:19]=[C:18]2[C:14]([CH:15]=[CH:16][NH:17]2)=[CH:13][CH:12]=1 |f:0.1.2.3.4.5,^1:21|. Procedure: Lithium aluminium hydride (3.48 g, 91.70 mmol) was suspended in sodium-dried tetrahydrofuran (150 ml). The suspension was stirred under a nitrogen atmosphere. Methyl-(indol-6-yl)methanoate (8.0 g, 45.7 mmol) was dissolved in dry tetrahydrofuran (50 ml) and added dropwise to the lithium aluminium hydride suspension. The mixture was stirred at ambient temperature for three hours. Water (10 ml) was added dropwise, followed by 2N hydrogen chloride (30 ml). The mixture was extracted with diethyl ethe... Reactants: C1CCOC1, CO, COc1ccc(COCC(C)C(O[Si](C)(C)C(C)(C)C)C(C)C(=O)N2C(=O)OCC2Cc2ccccc2)cc1, [Na+], [OH-]. Yields the product COc1ccc(COCC(C)C(O[Si](C)(C)C(C)(C)C)C(C)CO)cc1. Reaction SMILES: [CH2:44]1[O:45][CH2:46][CH2:47][CH2:48]1.[CH3:1][OH:2].[CH3:3][O:4][c:5]1[cH:6][cH:7][c:8]([CH2:9][O:10][CH2:11][CH:12]([CH:13]([CH:14]([C:15](=[O:16])[N:17]2[CH:18]([CH2:19][c:20]3[cH:21][cH:22][cH:23][cH:24][cH:25]3)[CH2:26][O:27][C:28]2=[O:29])[CH3:30])[O:31][Si:32]([CH3:33])([CH3:34])[C:35]([CH3:36])([CH3:37])[CH3:38])[CH3:39])[cH:40][cH:41]1.[Na+:43].[OH-:42]>>[CH3:3][O:4][c:5]1[cH:6][cH:7][c:8]([CH2:9][O:10][CH2:11][CH:12]([CH:13]([CH:14]([CH2:15][OH:16])[CH3:30])[O:31][Si:32]([CH3:33])([CH3:34])[C:35]([CH3:36])([CH3:37])[CH3:38])[CH3:39])[cH:40][cH:41]1. Run at time 24 hour. Product: C(C1=CC=CC=C1)SC1=NC(=CC(=N1)NS(=O)(=O)CCC)N[C@@H](CC)C (N-(2-(Benzylthio)-6-{[(1R)-1-methylpropyl]amino}pyrimidin-4-yl)propane-1-sulfonamide). Starting materials: C(CC)S(=O)(=O)Cl (Propane-1-sulfonyl chloride), C(C1=CC=CC=C1)SC1=NC(=CC(=N1)NS(=O)(=O)C)N[C@@H](CO)C (N-(2-(Benzylthio)-6-{[(1R)-2-hydroxy-1-methylethyl]amino}pyrimidin-4-yl)-methanesulfonamide), C(C)(C)N(C(C)C)CC (N,N-diisopropylethylamine), C(C)(C)N(C(C)C)CC (N,N-diisopropylethylamine). Procedure details: Propane-1-sulfonyl chloride (0.14 g) in DCM (1 ml) was added to a solution of the subtitle product of Example 3 step (0.2 g) in DCM (3 ml) and N,N-diisopropylethylamine (0.14 g) at 0° C. The reaction mixture was stirred for 24 h at room temperature. To the reaction mixture more N,N-diisopropylethylamine (0.14 g) was added and the reaction mixture was stirred for an additional 24 h. The DCM was removed under reduced pressure and the residue dissolved in THF (2 ml). To this mixture sodium hydroxid... The solvent is C(Cl)Cl (DCM), C(Cl)Cl (DCM). As a reaction SMILES: [CH2:1]([S:4](Cl)(=[O:6])=[O:5])[CH2:2][CH3:3].[CH2:8]([S:15][C:16]1[N:21]=[C:20]([NH:22]S(C)(=O)=O)[CH:19]=[C:18]([NH:27][C@H:28]([CH3:31])[CH2:29]O)[N:17]=1)[C:9]1[CH:14]=[CH:13][CH:12]=[CH:11][CH:10]=1.[CH:32](N(CC)C(C)C)(C)C>C(Cl)Cl>[CH2:8]([S:15][C:16]1[N:21]=[C:20]([NH:22][S:4]([CH2:1][CH2:2][CH3:3])(=[O:6])=[O:5])[CH:19]=[C:18]([NH:27][C@H:28]([CH3:31])[CH2:29][CH3:32])[N:17]=1)[C:9]1[CH:14]=[CH:13][CH:12]=[CH:11][CH:10]=1.